From a dataset of the Open Reaction Database (ORD), a public repository of structured organic reaction records. describe an organic reaction: reactants, conditions, products, and yield The reactants are C1(=CC=CC=C1)S(=O)(=O)O (benzenesulfonic acid), C(#N)C1=C(C=CC=C1)C=1C(N(C=C(C1)C1=NC=CC=C1)C1=CC=CC=C1)=O (3-(2-cyanophenyl)-5-(2-pyridyl)-1-phenyl-1,2-dihydropyridin-2-one), CC(=O)C (acetone). Run in C(C)(C)O (Isopropanol). Conditions: temperature 60 celsius, time 40 minute. Product: C1(=CC=CC=C1)S(=O)(=O)O.C(#N)C1=C(C=CC=C1)C=1C(N(C=C(C1)C1=NC=CC=C1)C1=CC=CC=C1)=O (3-(2-Cyanophenyl)-5-(2-pyridyl)-1-phenyl-1,2-dihydropyridin-2-one benzenesulfonate). The yield is 62.2%. Reaction SMILES: [C:1]1([S:7]([OH:10])(=[O:9])=[O:8])[CH:6]=[CH:5][CH:4]=[CH:3][CH:2]=1.[C:11]([C:13]1[CH:18]=[CH:17][CH:16]=[CH:15][C:14]=1[C:19]1[C:20](=[O:37])[N:21]([C:31]2[CH:36]=[CH:35][CH:34]=[CH:33][CH:32]=2)[CH:22]=[C:23]([C:25]2[CH:30]=[CH:29][CH:28]=[CH:27][N:26]=2)[CH:24]=1)#[N:12].CC(C)=O>C(O)(C)C>[C:1]1([S:7]([OH:10])(=[O:9])=[O:8])[CH:6]=[CH:5][CH:4]=[CH:3][CH:2]=1.[C:11]([C:13]1[CH:18]=[CH:17][CH:16]=[CH:15][C:14]=1[C:19]1[C:20](=[O:37])[N:21]([C:31]2[CH:36]=[CH:35][CH:34]=[CH:33][CH:32]=2)[CH:22]=[C:23]([C:25]2[CH:30]=[CH:29][CH:28]=[CH:27][N:26]=2)[CH:24]=1)#[N:12] |f:4.5|. Reported procedure: A benzenesulfonic acid aqueous solution (1 mL, containing 2.02 mmol benzenesulfonic acid) was added to a mixture of 3-(2-cyanophenyl)-5-(2-pyridyl)-1-phenyl-1,2-dihydropyridin-2-one (506 mg, 1.40 mmol) and acetone (5 mL), which was then heated to reflux in an oil bath for complete dissolution. Isopropanol (20 mL) was added to the mixture, which was then stirred at 60° C. for 40 minutes and subsequently allowed to stand for 13 hours in an oil bath, the heating of which was stopped. This mixture w... Reported procedure: Since almost no water is contained in the reaction mixture, it is preferable that 4,4′-dihydroxydiphenylsulfone is separated by crystallization by adding phenol to the reaction mixture. The amount of the crystallized 4,4′-dihydroxydiphenylsulfone to provide the content of 2,4′-dihydroxydiphenylsulfone greater than the content of 4,4′-dihydroxydiphenylsulfone in the filtrate obtained by the crystallization of 4,4′-dihydroxydiphenylsulfone, followed by the filtration, can be calculated, and the am... Product: C1=CC=C(C(=C1)O)S(=O)(=O)C2=CC=C(C=C2)O (2,4′-dihydroxydiphenylsulfone), C1=CC(=CC=C1O)S(=O)(=O)C2=CC=C(C=C2)O (4,4′-dihydroxydiphenylsulfone). RXN SMILES: [CH:1]1[C:6]([OH:7])=[CH:5][CH:4]=[C:3]([S:8]([C:11]2[CH:16]=[CH:15][C:14]([OH:17])=[CH:13][CH:12]=2)(=[O:10])=[O:9])[CH:2]=1.[OH2:18]>>[CH:6]1[CH:5]=[C:4]([OH:18])[C:3]([S:8]([C:11]2[CH:16]=[CH:15][C:14]([OH:17])=[CH:13][CH:12]=2)(=[O:10])=[O:9])=[CH:2][CH:1]=1.[CH:15]1[C:14]([OH:17])=[CH:13][CH:12]=[C:11]([S:8]([C:3]2[CH:4]=[CH:5][C:6]([OH:7])=[CH:1][CH:2]=2)(=[O:10])=[O:9])[CH:16]=1. Reactants: C1=CC(=CC=C1O)S(=O)(=O)C2=CC=C(C=C2)O (4,4′-dihydroxydiphenylsulfone), O (water). Starting materials: C(C)(=O)O (acetic acid), C1CN(CCN1CCS(=O)(=O)O)CCS(=O)(=O)O (piperazine-N,N'-bis(2-ethanesulfonic acid)), ClCC(=O)N[C@@H](CC1=CC=CC=C1)C(=O)O (N-chloroacetyl-L-phenylalanine), enzyme solution. Solvent: O (water). Conditions: time 15 minute. Product: N[C@@H](CC1=CC=CC=C1)C(=O)O (L-phenylalanine). As a reaction SMILES: C1N(CCS(O)(=O)=O)CCN(CCS(O)(=O)=O)C1.ClCC([NH:23][C@H:24]([C:32]([OH:34])=[O:33])[CH2:25][C:26]1[CH:31]=[CH:30][CH:29]=[CH:28][CH:27]=1)=O.C(O)(=O)C>O>[NH2:23][C@H:24]([C:32]([OH:34])=[O:33])[CH2:25][C:26]1[CH:31]=[CH:30][CH:29]=[CH:28][CH:27]=1. Reported procedure: Ten microliters of 0.2 M piperazine-N,N'-bis(2-ethanesulfonic acid) [=PIPES] buffer, pH 7.3, and 10 μl of 100 mM N-chloroacetyl-L-phenylalanine (adjusted to pH 6-7 with NaOH) are dissolved in 20 μl of water. After 10 μl of an enzyme solution (30-50 μg/ml) is added, the mixture is incubated at 37° C. for 15 minutes. Then, 50 μl of 50% acetic acid is added to stop the enzymatic reaction. The amount of L-phenylalanine produced from the substrate in the reaction solution is determined by the Yemm-Co... Reactants: C(C)(C)(C)OC(NCC1=CC=C(C=C1)NC(=O)SC)=O ((4-methylsulfanylcarbonylaminobenzyl)carbamic acid t-butyl ester), Cl (hydrochloric acid). Run in C(C)(=O)OCC (ethyl acetate). Run at temperature 60 celsius, time 1 hour. The product is Cl.CSC(=O)NC1=CC=C(CN)C=C1 (4-methylsulfanylcarbonylaminobenzylamine hydrochloride). The yield is 100.0%. Reaction SMILES: C(OC(=O)[NH:7][CH2:8][C:9]1[CH:14]=[CH:13][C:12]([NH:15][C:16]([S:18][CH3:19])=[O:17])=[CH:11][CH:10]=1)(C)(C)C.[ClH:21]>C(OCC)(=O)C>[ClH:21].[CH3:19][S:18][C:16]([NH:15][C:12]1[CH:13]=[CH:14][C:9]([CH2:8][NH2:7])=[CH:10][CH:11]=1)=[O:17] |f:3.4|. Procedure: The compound 6-3 (22 mg) prepared in Step 2 was dissolved in ethyl acetate (1 ml) and to the solution was added 5 N aqueous hydrochloric acid (1 ml). The mixture was stirred at 60° C. for 1 hour and concentrated under reduced pressure to yield the compound 6-4 (15 mg, 100%). Reactants: OC1=C(C(=O)C2=C(C=C(C=C2)O)O)C=CC(=C1)O (2,2′,4,4′-tetrahydroxybenzophenone), C(C)(=O)[O-].[Na+] (sodium acetate), Cl.FC1=C(C=CC=C1)NN (2-fluorophenylhydrazine hydrochloride). The product is FC1=C(C=CC=C1)N1N=C(C2=CC=C(C=C12)O)C1=C(C=C(C=C1)O)O (4-[1-(2-fluorophenyl)-6-hydroxy-1H-indazol-3-yl]benzene-1,3-diol). Isolated yield 9.3%. RXN SMILES: O[C:2]1[CH:17]=[C:16]([OH:18])[CH:15]=[CH:14][C:3]=1[C:4]([C:6]1[CH:11]=[CH:10][C:9]([OH:12])=[CH:8][C:7]=1[OH:13])=O.C([O-])(=O)C.[Na+].Cl.[F:25][C:26]1[CH:31]=[CH:30][CH:29]=[CH:28][C:27]=1[NH:32][NH2:33]>>[F:25][C:26]1[CH:31]=[CH:30][CH:29]=[CH:28][C:27]=1[N:32]1[C:2]2[C:3](=[CH:14][CH:15]=[C:16]([OH:18])[CH:17]=2)[C:4]([C:6]2[CH:11]=[CH:10][C:9]([OH:12])=[CH:8][C:7]=2[OH:13])=[N:33]1 |f:1.2,3.4|. Procedure details: Prepared according to Method B from 2,2′,4,4′-tetrahydroxybenzophenone (0.400 g, 1.60 mmol), sodium acetate (0.267 g, 3.3 mmol) and 2-fluorophenylhydrazine hydrochloride (0.400 g, 2.5 mmol) to give 0.050 g of product as a pink solid. Yields the product ClC(C(C(C(=O)C1=CC=C(C=C1)Cl)=COCC)=O)(F)F (1-Chloro-4-(4-chlorophenyl)-1,1-difluoro-3-ethoxymethylene-2,4-butanedione). Procedure details: A mixture of 49.5 g of 1-choro-4-(4-chlorophenyl)-1,1-difluoro-2,4-butanedione, 41.3 g of ethyl orthoformate and 57 g of acetic anhydride was refluxed under heating for 4 days. The solvent was distilled off to obtain 60.4 g of the crude product, which was used for the next reaction directly. As a reaction SMILES: [Cl:1][C:2]([F:16])([F:15])[C:3](=[O:14])[CH2:4][C:5]([C:7]1[CH:12]=[CH:11][C:10]([Cl:13])=[CH:9][CH:8]=1)=[O:6].[CH:17]([O-])([O-])[O:18][CH2:19][CH3:20].C(OC(=O)C)(=O)C>>[Cl:1][C:2]([F:15])([F:16])[C:3](=[O:14])[C:4](=[CH:17][O:18][CH2:19][CH3:20])[C:5]([C:7]1[CH:12]=[CH:11][C:10]([Cl:13])=[CH:9][CH:8]=1)=[O:6]. Starting materials: ClC(C(CC(=O)C1=CC=C(C=C1)Cl)=O)(F)F (1-choro-4-(4-chlorophenyl)-1,1-difluoro-2,4-butanedione), C(OCC)([O-])[O-] (ethyl orthoformate), C(C)(=O)OC(C)=O (acetic anhydride). The yield is 100.8%. Reactants: CCS(=O)(=O)NC(C(=O)O)C(C)C, COc1cc(CCN)ccc1OCc1ccccc1, CN1CCOCC1, CC(C)COC(=O)Cl, Cl, C1CCOC1. The product is CCS(=O)(=O)NC(C(=O)NCCc1ccc(OCc2ccccc2)c(OC)c1)C(C)C. RXN SMILES: [CH2:1]([CH3:2])[S:3](=[O:4])(=[O:5])[NH:6][CH:7]([C:8](=[O:9])[OH:10])[CH:11]([CH3:12])[CH3:13].[CH2:29]([c:30]1[cH:31][cH:32][cH:33][cH:34][cH:35]1)[O:36][c:37]1[c:38]([O:46][CH3:47])[cH:39][c:40]([CH2:43][CH2:44][NH2:45])[cH:41][cH:42]1.[CH3:14][N:15]1[CH2:16][CH2:17][O:18][CH2:19][CH2:20]1.[Cl:21][C:22]([O:23][CH2:24][CH:25]([CH3:26])[CH3:27])=[O:28].[ClH:48].[O:49]1[CH2:50][CH2:51][CH2:52][CH2:53]1>>[CH2:1]([CH3:2])[S:3](=[O:4])(=[O:5])[NH:6][CH:7]([C:8](=[O:10])[NH:45][CH2:44][CH2:43][c:40]1[cH:39][c:38]([O:46][CH3:47])[c:37]([O:36][CH2:29][c:30]2[cH:31][cH:32][cH:33][cH:34][cH:35]2)[cH:42][cH:41]1)[CH:11]([CH3:12])[CH3:13].